From a dataset of the Open Reaction Database (ORD), a public repository of structured organic reaction records. describe an organic reaction: reactants, conditions, products, and yield Starting materials: OBO, CC(C)(C)c1ccccc1, CC(=O)[O-], CC(=O)[O-], O=C1c2c(Cl)cccc2CC1CC1CCCCC1, [Na+], [Na+], O=C([O-])[O-], O, OCCO, [Pd+2]. Product: CC(C)(C)c1ccc(-c2cccc3c2C(=O)C(CC2CCCCC2)C3)cc1. RXN SMILES: [BH:19]([OH:20])[OH:21].[C:22]([CH3:23])([CH3:24])([CH3:25])[c:26]1[cH:27][cH:28][cH:29][cH:30][cH:31]1.[C:42]([O-:43])(=[O:44])[CH3:45].[C:47]([O-:48])(=[O:49])[CH3:50].[Cl:1][c:2]1[cH:3][cH:4][cH:5][c:6]2[c:10]1[C:9](=[O:11])[CH:8]([CH2:12][CH:13]1[CH2:14][CH2:15][CH2:16][CH2:17][CH2:18]1)[CH2:7]2.[Na+:32].[Na+:33].[O-:34][C:35](=[O:36])[O-:37].[OH2:51].[OH:38][CH2:39][CH2:40][OH:41].[Pd+2:46]>>[c:2]1(-[c:29]2[cH:28][cH:27][c:26]([C:22]([CH3:23])([CH3:24])[CH3:25])[cH:31][cH:30]2)[cH:3][cH:4][cH:5][c:6]2[c:10]1[C:9](=[O:11])[CH:8]([CH2:12][CH:13]1[CH2:14][CH2:15][CH2:16][CH2:17][CH2:18]1)[CH2:7]2. Reactants: BrC1=CC=C(C=C1)C(C\C(=N/O)\C=1C=CC(N(C1)C)=O)C1=C(C=C(C=C1)Cl)C (5-{3-(4-Bromo-phenyl)-3-(4-chloro-2-methyl-phenyl)-1-[(E)-hydroxyimino]-propyl}-1-methyl-1H-pyridin-2-one), C(=O)(O)C1=CC=C(C=C1)B(O)O (4-carboxyphenylboronic acid), O (water), C([O-])([O-])=O.[Na+].[Na+] (sodium carbonate). Reagents/catalysts: [CH-]1C=CC(=C1)P(C2=CC=CC=C2)C3=CC=CC=C3.[CH-]1C=CC(=C1)P(C2=CC=CC=C2)C3=CC=CC=C3.Cl[Pd]Cl.[Fe+2] (dichloro(1,1′-bis(diphenylphosphino) ferrocene)palladium(II) dichloromethane adduct). Run in O1CCOCC1 (1,4-dioxane). The product is ClC1=CC(=C(C=C1)C(C\C(\C1=CN(C(C=C1)=O)C)=N/O)C1=CC=C(C=C1)C1=CC=C(C=C1)C(=O)O)C ((E)-4′-(1-(4-Chloro-2-methylphenyl)-3-(hydroxyimino)-3-(1-methyl-6-oxo-1,6-dihydropyridin-3-yl)propyl)biphenyl-4-carboxylic acid). RXN SMILES: Br[C:2]1[CH:7]=[CH:6][C:5]([CH:8]([C:21]2[CH:26]=[CH:25][C:24]([Cl:27])=[CH:23][C:22]=2[CH3:28])[CH2:9]/[C:10](/[C:13]2[CH:14]=[CH:15][C:16](=[O:20])[N:17]([CH3:19])[CH:18]=2)=[N:11]\[OH:12])=[CH:4][CH:3]=1.[C:29]([C:32]1[CH:37]=[CH:36][C:35](B(O)O)=[CH:34][CH:33]=1)([OH:31])=[O:30].O.C(=O)([O-])[O-].[Na+].[Na+]>O1CCOCC1.[CH-]1C=C(P(C2C=CC=CC=2)C2C=CC=CC=2)C=C1.[CH-]1C=C(P(C2C=CC=CC=2)C2C=CC=CC=2)C=C1.Cl[Pd]Cl.[Fe+2]>[Cl:27][C:24]1[CH:25]=[CH:26][C:21]([CH:8]([C:5]2[CH:4]=[CH:3][C:2]([C:35]3[CH:36]=[CH:37][C:32]([C:29]([OH:31])=[O:30])=[CH:33][CH:34]=3)=[CH:7][CH:6]=2)[CH2:9]/[C:10](=[N:11]\[OH:12])/[C:13]2[CH:14]=[CH:15][C:16](=[O:20])[N:17]([CH3:19])[CH:18]=2)=[C:22]([CH3:28])[CH:23]=1 |f:3.4.5,7.8.9.10|. Procedure details: In analogy to example 166, step 1, 5-{3-(4-bromo-phenyl)-3-(4-chloro-2-methyl-phenyl)-1-[(E)-hydroxyimino]-propyl}-1-methyl-1H-pyridin-2-one (example 226, step 4) was reacted with 4-carboxyphenylboronic acid in the presence of dichloro(1,1′-bis(diphenylphosphino) ferrocene)palladium(II) dichloromethane adduct in a mixture of 1,4-dioxane, water and 2 M aqueous sodium carbonate solution to give the title compound containing 10% of the corresponding Z isomer as a light brown solid, MS (ESI+): m/z=5... Reactants: BrC/C(/C(=O)OC)=C\C (methyl 2-bromomethylcrotonate), Cl (hydrochloric acid), [Cl-].[NH4+] (ammonium chloride), C(C1=CC=CC=C1)SC(C=O)(C)C (2-benzylthio-2-methylpropionaldehyde). Reagents/catalysts: [Zn] (zinc). Solvent: C1CCOC1 (THF), C1CCOC1 (THF), C1CCOC1 (THF). The product is C(C1=CC=CC=C1)SC(C)(C)C1C(C(C(=O)O1)=C)C (4-(1-benzylthio-1-methylethyl)-3-methyl-2-methylene-4-butanolide). As a reaction SMILES: Cl.[CH2:2]([S:9][C:10]([CH3:14])([CH3:13])[CH:11]=[O:12])[C:3]1[CH:8]=[CH:7][CH:6]=[CH:5][CH:4]=1.Br[CH2:16]/[C:17](=[CH:22]\[CH3:23])/[C:18](OC)=[O:19].[Cl-].[NH4+]>C1COCC1.[Zn]>[CH2:2]([S:9][C:10]([CH:11]1[O:12][C:18](=[O:19])[C:17](=[CH2:16])[CH:22]1[CH3:23])([CH3:14])[CH3:13])[C:3]1[CH:8]=[CH:7][CH:6]=[CH:5][CH:4]=1 |f:3.4|. Procedure: To a stirred suspension of zinc dust (0.77 g) activated with hydrochloric acid in THF (20 ml), 2-benzylthio-2-methylpropionaldehyde (2.00 g) dissolved in THF (10 ml) and methyl 2-bromomethylcrotonate (2.19 g) dissolved in THF (10 ml) were added dropwise in the order named at about 30° C. under nitrogen atmosphere and ultrasonic irradiation. The mixture was stirred over night at room temperature. Saturated aqueous ammonium chloride solution was added to the mixture and the mixture was filtered by... Starting materials: Cc1cc(C2=NNC(=O)Cc3cc4c(cc32)OCO4)ccc1[N+](=O)[O-], CCO, O. Product: Cc1cc(C2=NNC(=O)Cc3cc4c(cc32)OCO4)ccc1N. As a reaction SMILES: [CH2:1]1[O:2][c:3]2[c:4]([cH:5][c:6]3[c:7]([cH:24]2)[CH2:8][C:9](=[O:23])[NH:10][N:11]=[C:12]3[c:13]2[cH:14][c:15]([CH3:22])[c:16]([N+:19]([O-:20])=[O:21])[cH:17][cH:18]2)[O:25]1.[CH3:27][CH2:28][OH:29].[OH2:26]>>[CH2:1]1[O:2][c:3]2[c:4]([cH:5][c:6]3[c:7]([cH:24]2)[CH2:8][C:9](=[O:23])[NH:10][N:11]=[C:12]3[c:13]2[cH:14][c:15]([CH3:22])[c:16]([NH2:19])[cH:17][cH:18]2)[O:25]1.